describe an organic reaction: reactants, conditions, products, and yield From a dataset of the Open Reaction Database (ORD), a public repository of structured organic reaction records. Reactants: Brc1nccs1, O=C([O-])[O-], CC(C)Oc1ccc(B2OC(C)(C)C(C)(C)O2)cc1C#N, CC#N, CCOC(C)=O, [Cs+], [Cs+]. Product: CC(C)Oc1ccc(-c2nccs2)cc1C#N. Reaction SMILES: [Br:22][c:23]1[s:24][cH:25][cH:26][n:27]1.[C:28](=[O:29])([O-:30])[O-:31].[CH3:1][CH:2]([CH3:3])[O:4][c:5]1[c:6]([C:7]#[N:8])[cH:9][c:10]([B:13]2[O:14][C:15]([CH3:16])([CH3:17])[C:18]([CH3:19])([CH3:20])[O:21]2)[cH:11][cH:12]1.[CH3:34][C:35]#[N:36].[CH3:37][CH2:38][O:39][C:40](=[O:41])[CH3:42].[Cs+:32].[Cs+:33]>>[CH3:1][CH:2]([CH3:3])[O:4][c:5]1[c:6]([C:7]#[N:8])[cH:9][c:10](-[c:23]2[s:24][cH:25][cH:26][n:27]2)[cH:11][cH:12]1.